From a dataset of the Open Reaction Database (ORD), a public repository of structured organic reaction records. describe an organic reaction: reactants, conditions, products, and yield The reactants are C(C)C=1C=C(C=CC1CC)C[C@H](C(=O)O)NC(=O)N1CCC(CC1)N1C(NC2=C(CC1)C=CC=C2)=O ((R)-3-(3,4-diethyl-phenyl)-2-{[4-(2-oxo-1,2,4,5-tetrahydro-1,3-benzodiazepin-3-yl)-piperidine-1-carbonyl]-amino}-propionic acid), N1CCC(CC1)N1CCCCCC1 (1-piperidin-4-yl-azepan). Yields the product C(C)C=1C=C(C[C@H](C(N2CCC(CC2)N2CCCCCC2)=O)NC(=O)N2CCC(CC2)N2C(NC3=C(CC2)C=CC=C3)=O)C=CC1CC (4-(2-oxo-1,2,4,5-tetrahydro-1,3-benzodiazepin-3-yl)-piperidine-1-carboxylic acid-[(R)-1-(3,4-diethyl-benzyl)-2-oxo-2-(4-perhydro-azepin-1-yl-piperidin-1-yl)-ethyl]-amide). RXN SMILES: [CH2:1]([C:3]1[CH:4]=[C:5]([CH2:11][C@@H:12]([NH:16][C:17]([N:19]2[CH2:24][CH2:23][CH:22]([N:25]3[CH2:31][CH2:30][C:29]4[CH:32]=[CH:33][CH:34]=[CH:35][C:28]=4[NH:27][C:26]3=[O:36])[CH2:21][CH2:20]2)=[O:18])[C:13](O)=[O:14])[CH:6]=[CH:7][C:8]=1[CH2:9][CH3:10])[CH3:2].[NH:37]1[CH2:42][CH2:41][CH:40]([N:43]2[CH2:49][CH2:48][CH2:47][CH2:46][CH2:45][CH2:44]2)[CH2:39][CH2:38]1>>[CH2:1]([C:3]1[CH:4]=[C:5]([CH:6]=[CH:7][C:8]=1[CH2:9][CH3:10])[CH2:11][C@@H:12]([NH:16][C:17]([N:19]1[CH2:24][CH2:23][CH:22]([N:25]2[CH2:31][CH2:30][C:29]3[CH:32]=[CH:33][CH:34]=[CH:35][C:28]=3[NH:27][C:26]2=[O:36])[CH2:21][CH2:20]1)=[O:18])[C:13](=[O:14])[N:37]1[CH2:42][CH2:41][CH:40]([N:43]2[CH2:49][CH2:48][CH2:47][CH2:46][CH2:45][CH2:44]2)[CH2:39][CH2:38]1)[CH3:2]. Procedure details: Prepared analogously to Example 9i) from 400 mg (0.81 mmol) (R)-3-(3,4-diethyl-phenyl)-2-{[4-(2-oxo-1,2,4,5-tetrahydro-1,3-benzodiazepin-3-yl)-piperidine-1-carbonyl]-amino}-propionic acid and 180 mg (0.99 mmol) 1-piperidin-4-yl-azepan. Reactants: CC(C)(C)OC(=O)C1CC1C1CCN(O)C1=O, CO, [Cl-], [Cl-], [Cl-], [Na+], [OH-], O, [Ti+3]. Yields the product CC(C)(C)OC(=O)C1CC1C1CCNC1=O. As a reaction SMILES: [C:1]([CH3:2])([CH3:3])([CH3:4])[O:5][C:6](=[O:7])[CH:8]1[CH:9]([CH:11]2[C:12](=[O:17])[N:13]([OH:16])[CH2:14][CH2:15]2)[CH2:10]1.[CH3:18][OH:19].[Cl-:22].[Cl-:23].[Cl-:24].[Na+:21].[OH-:20].[OH2:26].[Ti+3:25]>>[C:1]([CH3:2])([CH3:3])([CH3:4])[O:5][C:6](=[O:7])[CH:8]1[CH:9]([CH:11]2[C:12](=[O:17])[NH:13][CH2:14][CH2:15]2)[CH2:10]1. Reactants: [H-].[Na+] (sodium hydride), O1CCCC1 (tetrahydrofuran), C1(=CC=C(C=C1)S(=O)(=O)OCC1CCN2C(=NC3=C2C=CC=C3)S1)C (3,4-dihydro-2-p-toluenesulfonyloxymethyl-2H-(1,3)-thiazino[3,2-a]benzimidazole), C(C)NCC (diethylamine). Solvent: O (water). Yields the product C(C)N(CC)CC1CCN2C(=NC3=C2C=CC=C3)S1 (3,4-Dihydro-2-diethylaminomethyl-2H-(1,3)-thiazino[3,2-a]benzimidazole). Yield: 40.0%. As a reaction SMILES: O1CCCC1.C1(C)C=CC(S(O[CH2:16][CH:17]2[S:29][C:21]3=[N:22][C:23]4[CH:28]=[CH:27][CH:26]=[CH:25][C:24]=4[N:20]3[CH2:19][CH2:18]2)(=O)=O)=CC=1.[CH2:31]([NH:33][CH2:34][CH3:35])[CH3:32].[H-].[Na+]>O>[CH2:31]([N:33]([CH2:16][CH:17]1[S:29][C:21]2=[N:22][C:23]3[CH:28]=[CH:27][CH:26]=[CH:25][C:24]=3[N:20]2[CH2:19][CH2:18]1)[CH2:34][CH3:35])[CH3:32] |f:3.4|. Procedure: Into 20 ml of tetrahydrofuran was dissolved 1.12 g (3 m mole) of 3,4-dihydro-2-p-toluenesulfonyloxymethyl-2H-(1,3)-thiazino[3,2-a]benzimidazole, followed by the addition of 5 ml of diethylamine. Then, a catalytic amount of sodium hydride was added under ice-cooled stirring conditions. The temperature of the mixture was allowed to rise to room temperature andthen refluxed for eight hours. The reaction mixture was cooled and then condensed under reduced pressure. The reaction product was added wit... Reactants: N12CCCCCC2=NCCC1 (1,8-diazabicyclo[5.4.0]undec-7-ene), ClCCl (dichloromethane), NC1=CC=C(C=C1)C (p-toluidine), C1(=CC=CC=C1)SC(C1C(C2=CC=CC=C2CC1)=O)SC1=CC=CC=C1 (2-[bis(phenylsulphanyl)methyl]-3,4-dihydronaphthalen-1(2H)-one). The reagents and catalysts are [Ti](Cl)(Cl)(Cl)Cl (titanium(IV) tetrachloride). Solvent: O (water), C1(=CC=CC=C1)C (toluene). Run at temperature 0 celsius, time 1 hour. The product is C1(=CC=CC=C1)SC(C1C(C2=CC=CC=C2CC1)=NC1=CC=CC=C1)SC1=CC=CC=C1 (N-{2-[bis(phenylsulphanyl)methyl]-3,4-dihydronaphthalen-1(2H)-ylidene}aniline). Isolated yield 62.2%. As a reaction SMILES: [NH2:1][C:2]1[CH:7]=[CH:6][C:5](C)=[CH:4][CH:3]=1.[C:9]1([S:15][CH:16]([S:28][C:29]2[CH:34]=[CH:33][CH:32]=[CH:31][CH:30]=2)[CH:17]2[CH2:26][CH2:25][C:24]3[C:19](=[CH:20][CH:21]=[CH:22][CH:23]=3)[C:18]2=O)[CH:14]=[CH:13][CH:12]=[CH:11][CH:10]=1.N12CCCN=C1CCCCC2.ClCCl>C1(C)C=CC=CC=1.[Ti](Cl)(Cl)(Cl)Cl.O>[C:9]1([S:15][CH:16]([S:28][C:29]2[CH:34]=[CH:33][CH:32]=[CH:31][CH:30]=2)[CH:17]2[CH2:26][CH2:25][C:24]3[C:19](=[CH:20][CH:21]=[CH:22][CH:23]=3)[C:18]2=[N:1][C:2]2[CH:7]=[CH:6][CH:5]=[CH:4][CH:3]=2)[CH:14]=[CH:13][CH:12]=[CH:11][CH:10]=1. Procedure details: Under argon, 341 mg (3.19 mmol) of p-toluidine are added to 400 mg (1.06 mmol) of 2-[bis(phenylsulphanyl)methyl]-3,4-dihydronaphthalen-1(2H)-one in 20 ml of toluene. After cooling to 0° C., 0.53 ml (0.53 mmol) of a titanium(IV) tetrachloride solution (1 M in dichloromethane) is added slowly. After 1 h of stirring at 0° C. and a further 1 h at 25° C., 809 mg (5.31 mmol) of 1,8-diazabicyclo[5.4.0]undec-7-ene and 5 ml of dichloromethane are added. This mixture is poured into water and extracted wit... Starting materials: C(C)(=O)C1=CC=C(C=C1)S(=O)(=O)NC1=NC=CC=C1 (4-acetyl-N-pyridin-2-ylbenzenesulfonamide), COC1=C(C=O)C=C(C(=C1)OC)N1CCCC1 (2,4-dimethoxy-5-pyrrolidin-1-yl-benzaldehyde), C[O-].[Li+] (lithium methoxide). Solvent: CN(C)C=O (DMF), CO (MeOH). Conditions: time 20 hour. The product is COC1=C(C=C(C(=C1)OC)N1CCCC1)/C=C/C(=O)C1=CC=C(C=C1)S(=O)(=O)NC1=NC=CC=C1 (4-[3E-(2,4-Dimethoxy-5-pyrrolidin-1-yl-phenyl)-acryloyl]-N-pyridin-2-yl-benzenesulfonamide). Yield: 50.9%. RXN SMILES: [C:1]([C:4]1[CH:9]=[CH:8][C:7]([S:10]([NH:13][C:14]2[CH:19]=[CH:18][CH:17]=[CH:16][N:15]=2)(=[O:12])=[O:11])=[CH:6][CH:5]=1)(=[O:3])[CH3:2].[CH3:20][O:21][C:22]1[CH:29]=[C:28]([O:30][CH3:31])[C:27]([N:32]2[CH2:36][CH2:35][CH2:34][CH2:33]2)=[CH:26][C:23]=1[CH:24]=O.C[O-].[Li+]>CN(C=O)C.CO>[CH3:20][O:21][C:22]1[CH:29]=[C:28]([O:30][CH3:31])[C:27]([N:32]2[CH2:36][CH2:35][CH2:34][CH2:33]2)=[CH:26][C:23]=1/[CH:24]=[CH:2]/[C:1]([C:4]1[CH:5]=[CH:6][C:7]([S:10]([NH:13][C:14]2[CH:19]=[CH:18][CH:17]=[CH:16][N:15]=2)(=[O:12])=[O:11])=[CH:8][CH:9]=1)=[O:3] |f:2.3|. Procedure details: A solution 4-acetyl-N-pyridin-2-ylbenzenesulfonamide (Ex-5A, 588 mg, 2.13 mmol) and 2,4-dimethoxy-5-pyrrolidin-1-yl-benzaldehyde (Ex-38B, 500 mg, 2.13 mmol) in DMF (9.3 mL) and MeOH (4.0 mL) was treated with lithium methoxide (243 mg, 6.39 mmol) and stirred for 20 h at room temperature under nitrogen. The reaction mixture was quenched with water (25 mL) and extracted ethyl acetate (3×50 mL). The product precipitated out of the organic phase to give 535 mg (51%) of the title compound as a red sol... Starting materials: N[C@@H](C(C)(C)S)C(=O)N (Penicillaminamide), C=O (formalin). Solvent: O (water). Conditions: temperature 50 celsius. Product: CC1(C(NCS1)C(=O)N)C (5,5-dimethyl-1,3-thiazolidine-4-carboxylic acid amide). Isolated yield 94.0%. RXN SMILES: [NH2:1][C@H:2]([C:7]([NH2:9])=[O:8])[C:3]([SH:6])([CH3:5])[CH3:4].[CH2:10]=O>O>[CH3:4][C:3]1([CH3:5])[S:6][CH2:10][NH:1][CH:2]1[C:7]([NH2:9])=[O:8]. Procedure: Penicillaminamide (74.0 g, 0.50 mol) was dissolved in distilled water (800 ml) and added with 37% formalin (60.8 g, 0.75 mol). The mixture was heated with stirring at 50° C. under normal pressure, allowed to react for 2 hours and cooled. Subsequently, water was evaporated by using an evaporator. The residue was washed with acetone to obtain white crystals of 5,5-dimethyl-1,3-thiazolidine-4-carboxylic acid amide (75.5 g, 0.47 mol). The yield to penicillaminamide was 94.4 mole %. Starting materials: [N+](=O)([O-])C1=CC=C(C=C1)OC(=O)C1=CC=C(C=2N=C(OC21)N2CCOCC2)OC (4-methoxy-2-(morpholin-4-yl)-benzooxazole-7-carboxylic acid 4-nitro-phenyl ester), NC1=C(C=NN1C)C#N (5-amino-1-methyl-1H-pyrazole-4-carbonitrile). Solvent: C(C)OCC (diethyl ether). Product: C(#N)C1=C(N(N=C1)C)NC(=O)C1=CC=C(C=2N=C(OC21)N2CCOCC2)OC (4-Methoxy-2-(morpholin-4-yl)-benzooxazole-7-carboxylic acid (4-cyano-2-methyl-2H-pyrazol-3-yl)-amide). Isolated yield 68.9%. Reaction SMILES: [N+](C1C=CC(O[C:11]([C:13]2[C:21]3[O:20][C:19]([N:22]4[CH2:27][CH2:26][O:25][CH2:24][CH2:23]4)=[N:18][C:17]=3[C:16]([O:28][CH3:29])=[CH:15][CH:14]=2)=[O:12])=CC=1)([O-])=O.[NH2:30][C:31]1[N:35]([CH3:36])[N:34]=[CH:33][C:32]=1[C:37]#[N:38]>C(OCC)C>[C:37]([C:32]1[CH:33]=[N:34][N:35]([CH3:36])[C:31]=1[NH:30][C:11]([C:13]1[C:21]2[O:20][C:19]([N:22]3[CH2:23][CH2:24][O:25][CH2:26][CH2:27]3)=[N:18][C:17]=2[C:16]([O:28][CH3:29])=[CH:15][CH:14]=1)=[O:12])#[N:38]. Procedure details: Starting from 4-methoxy-2-(morpholin-4-yl)-benzooxazole-7-carboxylic acid 4-nitro-phenyl ester (200 mg) and 5-amino-1-methyl-1H-pyrazole-4-carbonitrile (122 mg). Purification by column chromatography on silica eluting with 80% ethyl acetate in heptane followed by 1% methanol in dichloromethane afforded, after trituration with diethyl ether, the title compound as a white solid (132 mg).